Dataset: the Open Reaction Database (ORD), a public repository of structured organic reaction records. Task: describe an organic reaction: reactants, conditions, products, and yield Reactants: C(CC(O)(C(=O)O)CC(=O)O)(=O)O (citric acid), C(C)(=O)SC=1C(=CC(=C(C1)C=1C(N(C(=CC1)C(F)(F)F)C)=O)F)Cl (3-(5-acetylthio-4-chloro-2-fluorophenyl)-1-methyl-6-trifluoromethyl-2(1H)-pyridone), O (water), [OH-].[Na+] (sodium hydroxide). Solvent: CO (methanol). Run at time 1 hour. Product: ClC1=CC(=C(C=C1S)C=1C(N(C(=CC1)C(F)(F)F)C)=O)F (3-(4-chloro-2-fluoro-5-mercaptophenyl)-1-methyl-6-trifluoromethyl-2(1H)-pyridone). The yield is 92.3%. Reaction SMILES: C([S:4][C:5]1[C:6]([Cl:24])=[CH:7][C:8]([F:23])=[C:9]([C:11]2[C:12](=[O:22])[N:13]([CH3:21])[C:14]([C:17]([F:20])([F:19])[F:18])=[CH:15][CH:16]=2)[CH:10]=1)(=O)C.[OH-].[Na+].O.C(O)(=O)CC(CC(O)=O)(C(O)=O)O>CO>[Cl:24][C:6]1[C:5]([SH:4])=[CH:10][C:9]([C:11]2[C:12](=[O:22])[N:13]([CH3:21])[C:14]([C:17]([F:20])([F:18])[F:19])=[CH:15][CH:16]=2)=[C:8]([F:23])[CH:7]=1 |f:1.2|. Procedure: 2.8 g (7.7 mmol) of 3-(5-acetylthio-4-chloro-2-fluorophenyl)-1-methyl-6-trifluoromethyl-2(1H)-pyridone was dissolved in 30 ml of methanol, 8.5 ml (8.5 mmol) of a 1N sodium hydroxide aqueous solution was dropwise added thereto under cooling with ice. After stirring at room temperature for 1 hour, the mixture was poured into water and acidified with citric acid and extracted with ethyl acetate. After washing with water and a saturated sodium chloride aqueous solution, the organic layer was dried o... Starting materials: CCOC(=O)C=P(c1ccccc1)(c1ccccc1)c1ccccc1, Cc1ccccc1, COc1ccc(C=O)cc1OC(C)C. Product: CCOC(=O)C=Cc1ccc(OC)c(OC(C)C)c1. Reaction SMILES: [CH2:15]([CH3:16])[O:17][C:18](=[O:19])[CH:20]=[P:21]([c:22]1[cH:23][cH:24][cH:25][cH:26][cH:27]1)([c:28]1[cH:29][cH:30][cH:31][cH:32][cH:33]1)[c:34]1[cH:35][cH:36][cH:37][cH:38][cH:39]1.[CH3:40][c:41]1[cH:42][cH:43][cH:44][cH:45][cH:46]1.[CH:1]([CH3:2])([CH3:3])[O:4][c:5]1[cH:6][c:7]([CH:8]=[O:9])[cH:10][cH:11][c:12]1[O:13][CH3:14]>>[CH:1]([CH3:2])([CH3:3])[O:4][c:5]1[cH:6][c:7]([CH:8]=[CH:20][C:18]([O:17][CH2:15][CH3:16])=[O:19])[cH:10][cH:11][c:12]1[O:13][CH3:14]. Starting materials: O=C([O-])[O-], C=CCc1c(C)c(Cl)cc(C(C)C)c1O, Cc1c(Cl)cc(C(C)C)c2c1CC(CO)O2, [K+], [K+], O=C(OO)c1cccc(Cl)c1, Cc1ccc(S(=O)(=O)Cl)cc1. Product: Cc1ccc(S(=O)(=O)OCC2Cc3c(C)c(Cl)cc(C(C)C)c3O2)cc1. Reaction SMILES: [C:27](=[O:28])([O-:29])[O-:30].[CH2:1]([c:2]1[c:3]([CH3:4])[c:5]([Cl:6])[cH:7][c:8]([CH:9]([CH3:10])[CH3:11])[c:12]1[OH:13])[CH:14]=[CH2:15].[Cl:33][c:34]1[cH:35][c:36]([CH:46]([CH3:47])[CH3:48])[c:37]2[c:38]([c:44]1[CH3:45])[CH2:39][CH:40]([CH2:42][OH:43])[O:41]2.[K+:31].[K+:32].[OH:16][O:17][C:18]([c:19]1[cH:20][c:21]([Cl:22])[cH:23][cH:24][cH:25]1)=[O:26].[c:49]1([CH3:59])[cH:50][cH:51][c:52]([S:55](=[O:56])(=[O:57])[Cl:58])[cH:53][cH:54]1>>[Cl:33][c:34]1[cH:35][c:36]([CH:46]([CH3:47])[CH3:48])[c:37]2[c:38]([c:44]1[CH3:45])[CH2:39][CH:40]([CH2:42][O:43][S:55]([c:52]1[cH:51][cH:50][c:49]([CH3:59])[cH:54][cH:53]1)(=[O:56])=[O:57])[O:41]2. Starting materials: CC#N, CC1(C)OB(c2cn[nH]c2)OC1(C)C, N#CC=CC1CCC1, C1CCC2=NCCCN2CC1. Yields the product CC1(C)OB(c2cnn(C(CC#N)C3CCC3)c2)OC1(C)C. As a reaction SMILES: [CH3:15][C:16]#[N:17].[CH3:1][C:2]1([CH3:14])[O:3][B:4]([c:9]2[cH:10][n:11][nH:12][cH:13]2)[O:5][C:6]1([CH3:7])[CH3:8].[CH:18]1([CH:22]=[CH:23][C:24]#[N:25])[CH2:19][CH2:20][CH2:21]1.[N:26]12[CH2:27][CH2:28][CH2:29][N:30]=[C:31]1[CH2:32][CH2:33][CH2:34][CH2:35][CH2:36]2>>[CH3:1][C:2]1([CH3:14])[O:3][B:4]([c:9]2[cH:10][n:11][n:12]([CH:22]([CH:18]3[CH2:19][CH2:20][CH2:21]3)[CH2:23][C:24]#[N:25])[cH:13]2)[O:5][C:6]1([CH3:7])[CH3:8]. Reactants: C(#C)C1=CC=C(C=C1)C(CN1N=CN=C1)(C(C)C)O (2-(4-ethynylphenyl)-3-methyl-1-(1H-1,2,4-triazole-1-yl)butan-2-ol), [OH-].[Na+] (NaOH), CO (CH3OH), II (iodine). Run in O (H2O). Reaction conditions: time 16 hour. Yields the product IC#CC1=CC=C(C=C1)C(CN1N=CN=C1)(C(C)C)O (2-(4-Iodoethynylphenyl)-3-methyl-1-(1H-1,2,4-triazole-1-yl)butan-2-ol). As a reaction SMILES: [C:1]([C:3]1[CH:8]=[CH:7][C:6]([C:9]([OH:19])([CH:16]([CH3:18])[CH3:17])[CH2:10][N:11]2[CH:15]=[N:14][CH:13]=[N:12]2)=[CH:5][CH:4]=1)#[CH:2].CO.[I:22]I.[OH-].[Na+]>O>[I:22][C:2]#[C:1][C:3]1[CH:8]=[CH:7][C:6]([C:9]([OH:19])([CH:16]([CH3:17])[CH3:18])[CH2:10][N:11]2[CH:15]=[N:14][CH:13]=[N:12]2)=[CH:5][CH:4]=1 |f:3.4|. Reported procedure: To a solution of 5.1 g 2-(4-ethynylphenyl)-3-methyl-1-(1H-1,2,4-triazole-1-yl)butan-2-ol in 100 ml abs. CH3OH are simultaneously added, with stirring at 20°-25°, 2.6 g iodine and 10 ml 30% NaOH solution. The reaction mixture is maintained at room temperature for 24 hours, with stirring, then poured into 500 ml H2O and extracted with CH2Cl2. The organic phase is washed, dried and evaporated. The residue is stirred in hexane fraction and kept over 16 hours at rest. The precipitate is sucked off an... Reactants: CC(C)(C)[Si](C)(C)Cl, CN(C)C=O, CC(CO)Nc1cccc(Cl)c1, O, c1c[nH]cn1. Yields the product CC(CO[Si](C)(C)C(C)(C)C)Nc1cccc(Cl)c1. RXN SMILES: [C:18]([CH3:19])([CH3:20])([CH3:21])[Si:22]([CH3:23])([CH3:24])[Cl:25].[CH3:27][N:28]([CH3:29])[CH:30]=[O:31].[Cl:1][c:2]1[cH:3][c:4]([NH:8][CH:9]([CH2:10][OH:11])[CH3:12])[cH:5][cH:6][cH:7]1.[OH2:26].[nH:13]1[cH:14][cH:15][n:16][cH:17]1>>[Cl:1][c:2]1[cH:3][c:4]([NH:8][CH:9]([CH2:10][O:11][Si:22]([C:18]([CH3:19])([CH3:20])[CH3:21])([CH3:23])[CH3:24])[CH3:12])[cH:5][cH:6][cH:7]1. Starting materials: Cl.FC(C=1C=C(C(=O)NN)C=CC1)(F)F (3-(trifluoromethyl)benzohydrazide hydrochloride), COC(=O)C1=CC=C(C=C1)CC(=O)O ([4-(methoxycarbonyl)phenyl]acetic acid), CN(CCCN=C=NCC)C (N-[3-(dimethylamino)propyl]-N′-ethylcarbodiimide), ON1N=NC2=C1C=CC=C2 (1-hydroxybenzotriazole). Run in CN(C=O)C (N,N-dimethylformamide), C(C)N(CC)CC (triethylamine), O (water). Conditions: time 8 hour. The product is O=C(CC1=CC=C(C(=O)OC)C=C1)NNC(=O)C1=CC(=CC=C1)C(F)(F)F (methyl 4-[2-oxo-2-(2-{[3-(trifluoromethyl)phenyl]carbonyl}hydrazino)ethyl]benzoate). Yield: 28.4%. As a reaction SMILES: Cl.[F:2][C:3]([F:15])([F:14])[C:4]1[CH:5]=[C:6]([CH:11]=[CH:12][CH:13]=1)[C:7]([NH:9][NH2:10])=[O:8].[CH3:16][O:17][C:18]([C:20]1[CH:25]=[CH:24][C:23]([CH2:26][C:27](O)=[O:28])=[CH:22][CH:21]=1)=[O:19].CN(C)CCCN=C=NCC.ON1C2C=CC=CC=2N=N1>CN(C)C=O.O.C(N(CC)CC)C>[O:28]=[C:27]([NH:10][NH:9][C:7]([C:6]1[CH:11]=[CH:12][CH:13]=[C:4]([C:3]([F:14])([F:15])[F:2])[CH:5]=1)=[O:8])[CH2:26][C:23]1[CH:24]=[CH:25][C:20]([C:18]([O:17][CH3:16])=[O:19])=[CH:21][CH:22]=1 |f:0.1|. Procedure details: To a solution of 3-(trifluoromethyl)benzohydrazide hydrochloride (2.3 g) in N,N-dimethylformamide (20 mL) were added the compound (1.8 g) obtained in Example 206a, N-[3-(dimethylamino)propyl]-N′-ethylcarbodiimide (3.50 g), 1-hydroxybenzotriazole (1.25 g) and triethylamine (4.68 g). The reaction mixture was stirred at room temperature overnight, poured into water, and the mixture was extracted with ethyl acetate. The ethyl acetate layer was washed with saturated aqueous sodium hydrogen carbonate ...